Task: describe an organic reaction: reactants, conditions, products, and yield. Dataset: the Open Reaction Database (ORD), a public repository of structured organic reaction records Reactants: Cc1ccccc1C1(C)c2ccccc2CCN1Cc1ccccc1, CC(=O)O. Yields the product Cc1ccccc1C1(C)NCCc2ccccc21. RXN SMILES: [CH2:1]([c:2]1[cH:3][cH:4][cH:5][cH:6][cH:7]1)[N:8]1[C:9]([c:18]2[c:19]([CH3:24])[cH:20][cH:21][cH:22][cH:23]2)([CH3:25])[c:10]2[cH:11][cH:12][cH:13][cH:14][c:15]2[CH2:16][CH2:17]1.[CH3:26][C:27](=[O:28])[OH:29]>>[NH:8]1[C:9]([c:18]2[c:19]([CH3:24])[cH:20][cH:21][cH:22][cH:23]2)([CH3:25])[c:10]2[cH:11][cH:12][cH:13][cH:14][c:15]2[CH2:16][CH2:17]1. Starting materials: CS(=O)C (DMSO), CC(C)(C)OC(=O)NC1CCNCC1 (4-N—BOC-aminopiperidine), FC1=C(C#N)C=CC(=C1)F (2,4-difluorobenzonitrile), C([O-])([O-])=O.[K+].[K+] (potassium carbonate). The solvent is O (H2O). Reaction conditions: temperature 100 celsius. Product: C(#N)C1=C(C=C(C=C1)N1CCC(CC1)NC(OC(C)(C)C)=O)F (Tert-butyl 1-(4-cyano-3-fluorophenyl)piperidin-4-ylcarbamate). The yield is 66.0%. As a reaction SMILES: CS(C)=O.[CH3:5][C:6]([O:9][C:10]([NH:12][CH:13]1[CH2:18][CH2:17][NH:16][CH2:15][CH2:14]1)=[O:11])([CH3:8])[CH3:7].[F:19][C:20]1[CH:27]=[C:26](F)[CH:25]=[CH:24][C:21]=1[C:22]#[N:23].C(=O)([O-])[O-].[K+].[K+]>O>[C:22]([C:21]1[CH:24]=[CH:25][C:26]([N:16]2[CH2:15][CH2:14][CH:13]([NH:12][C:10](=[O:11])[O:9][C:6]([CH3:5])([CH3:7])[CH3:8])[CH2:18][CH2:17]2)=[CH:27][C:20]=1[F:19])#[N:23] |f:3.4.5|. Reported procedure: A DMSO (25 mL, 0.1 M) solution containing 4-N—BOC-aminopiperidine (500 mg, 2.5 mmol, 1.0 eq), 2,4-difluorobenzonitrile (348 mg, 2.5 mmol, 1.0 eq), and potassium carbonate (691 mg, 5.0 mmol, 2.0 eq) was heated to 100° C. for 18 h. The resulting mixture was cooled to RT, poured in H2O (ca 50 mL), and extracted (3×) with EtOAc. The combined extracts were washed (2×) with H2O, dried over MgSO4, and concentrated in vacuo. The resulting solid was purified via flash chromatography using 1:1 hexanes/EtO... Reactants: C(C)(C)C(C(=O)O)=C (α-Isopropylacrylic acid), C1(CCCCC1)N=C=NC1CCCCC1 (dicyclohexylcarbodiimide), C(C1=CC=CC=C1)O (benzyl alcohol). The reagents and catalysts are CN(C1=CC=NC=C1)C (4-dimethylaminopyridine). The solvent is CCOCC (ether). Conditions: time 44 hour. The product is C(C)(C)C(C(=O)OCC1=CC=CC=C1)=C (Benzyl α-Isopropylacrylate). Reaction SMILES: [CH:1]([C:4](=[CH2:8])[C:5]([OH:7])=[O:6])([CH3:3])[CH3:2].C1(N=C=NC2CCCCC2)CCCCC1.[CH2:24](O)[C:25]1[CH:30]=[CH:29][CH:28]=[CH:27][CH:26]=1>CCOCC.CN(C)C1C=CN=CC=1>[CH:1]([C:4](=[CH2:8])[C:5]([O:7][CH2:24][C:25]1[CH:30]=[CH:29][CH:28]=[CH:27][CH:26]=1)=[O:6])([CH3:3])[CH3:2]. Procedure: α-Isopropylacrylic acid (13 mmol) in dry ether (40 ml) was treated with dicyclohexylcarbodiimide (12 mmol), benzyl alcohol (12 mmol) and 4-dimethylaminopyridine (2.5 mmol). After stirring at ambient temperature for 44 h, the mixture was filtered and evaporated. Silica gel chromatography provided the desired compound. Reactants: COC=1C=C(C(N)=S)C=C(C1OC)OC (3,4,5-Trimethoxybenzothioamide), BrCC(CC(=O)OC)=O (methyl 4-bromoacetoacetate). Yields the product COC=1C=C(C=C(C1OC)OC)C=1SC=C(N1)CC(=O)OC (Methyl 2-(3,4,5-Trimethoxyphenyl)thiazole-4-acetate). RXN SMILES: [CH3:1][O:2][C:3]1[CH:4]=[C:5]([CH:9]=[C:10]([O:14][CH3:15])[C:11]=1[O:12][CH3:13])[C:6](=[S:8])[NH2:7].Br[CH2:17][C:18](=O)[CH2:19][C:20]([O:22][CH3:23])=[O:21]>>[CH3:15][O:14][C:10]1[CH:9]=[C:5]([C:6]2[S:8][CH:17]=[C:18]([CH2:19][C:20]([O:22][CH3:23])=[O:21])[N:7]=2)[CH:4]=[C:3]([O:2][CH3:1])[C:11]=1[O:12][CH3:13]. Procedure details: 3,4,5-Trimethoxybenzothioamide (1.0 g) and methyl 4-bromoacetoacetate (858 mg)) were reacted in the same manner in Preparation Example 2 to obtain the title compound. Reactants: IC (iodomethane), solution, C[Si](C)(C)[N-][Si](C)(C)C.[Na+] (NaHMDS), C(C)OC(C(CC1=NN(C(=C1)C1=CC(=C(C=C1)Cl)Cl)C1=CC=C(C=C1)OC)C=1C=C(C=CC1)C)=O (3-[5-(3,4-dichloro-phenyl)-1-(4-methoxy-phenyl)-1H-pyrazol-3-yl]-2-m-tolyl-propionic acid ethyl ester). Run in C1CCOC1 (THF). Conditions: temperature 0 celsius, time 2 hour. The product is C(C)OC(C(CC1=NN(C(=C1)C1=CC(=C(C=C1)Cl)Cl)C1=CC=C(C=C1)OC)(C=1C=C(C=CC1)C)C)=O (3-[5-(3,4-dichloro-phenyl)-1-(4-methoxy-phenyl)-1H-pyrazol-3-yl]-2-methyl-2-m-tolyl-propionic acid ethyl ester). The yield is 60.0%. As a reaction SMILES: [CH2:1]([O:3][C:4](=[O:35])[CH:5]([C:28]1[CH:29]=[C:30]([CH3:34])[CH:31]=[CH:32][CH:33]=1)[CH2:6][C:7]1[CH:11]=[C:10]([C:12]2[CH:17]=[CH:16][C:15]([Cl:18])=[C:14]([Cl:19])[CH:13]=2)[N:9]([C:20]2[CH:25]=[CH:24][C:23]([O:26][CH3:27])=[CH:22][CH:21]=2)[N:8]=1)[CH3:2].[CH3:36][Si]([N-][Si](C)(C)C)(C)C.[Na+].IC>C1COCC1>[CH2:1]([O:3][C:4](=[O:35])[C:5]([CH3:36])([C:28]1[CH:29]=[C:30]([CH3:34])[CH:31]=[CH:32][CH:33]=1)[CH2:6][C:7]1[CH:11]=[C:10]([C:12]2[CH:17]=[CH:16][C:15]([Cl:18])=[C:14]([Cl:19])[CH:13]=2)[N:9]([C:20]2[CH:25]=[CH:24][C:23]([O:26][CH3:27])=[CH:22][CH:21]=2)[N:8]=1)[CH3:2] |f:1.2|. Procedure: To a solution of 3-[5-(3,4-dichloro-phenyl)-1-(4-methoxy-phenyl)-1H-pyrazol-3-yl]-2-m-tolyl-propionic acid ethyl ester (Method 2, product from alkylation step before hydrolysis) (50 mg, 0.10 mmol) in THF (1.0 mL) at 0° C. was added a 1.0 M solution of NaHMDS (0.15 mL, 0.15 mmol). The solution was stirred at 0° C. for 2 h, then iodomethane (41 mg, 0.29 mmol) was added neat. After stirring for 1 h the reaction was quenched with saturated ammonium chloride (50 mL), and the reaction mixture was extr... Reactants: FC1=CC=C(C=C1)S (4-fluorobenzenethiol), ClC1=NC=C(C=C1)I (2-chloro-5-iodopyridine), FC1=CC=C(C=C1)SC1=NC=C(C=C1)I (2-[(4-fluorophenyl)thio]-5-iodopyridine), C(O)([O-])=O.[Na+] (sodium hydrogencarbonate), ClC1=NC=C(C=C1)I (2-Chloro-5-iodopyridine), C([O-])([O-])=O.[K+].[K+] (potassium carbonate), OOS(=O)[O-].[K+] (OXONE), OOS(=O)[O-].[K+] (OXONE). The solvent is O (water), CO (methanol), C(C)#N (acetonitrile). Conditions: time 5 day. The product is FC1=CC=C(C=C1)S(=O)(=O)C1=NC=C(C=C1)I (2-[(4-fluorophenyl)sulfonyl]-5-iodopyridine). As a reaction SMILES: [F:1][C:2]1[CH:7]=[CH:6][C:5](S)=[CH:4][CH:3]=1.Cl[C:10]1[CH:15]=[CH:14][C:13]([I:16])=[CH:12][N:11]=1.C(=O)([O-])[O-].[K+].[K+].FC1C=CC(SC2C=CC(I)=CN=2)=CC=1.O[O:39][S:40]([O-:42])=O.[K+].C(=O)([O-])O.[Na+]>C(#N)C.O.CO>[F:1][C:2]1[CH:7]=[CH:6][C:5]([S:40]([C:10]2[CH:15]=[CH:14][C:13]([I:16])=[CH:12][N:11]=2)(=[O:42])=[O:39])=[CH:4][CH:3]=1 |f:2.3.4,6.7,8.9|. Procedure: 4-fluorobenzenethiol (0.32 g, 2.5 mmol) was taken up in acetonitrile (15 mL) and degassed for 15 minutes. 2-Chloro-5-iodopyridine (0.6 g, 2.51 mmol) and potassium carbonate (0.52 g, 3.76 mmol) were added and the reaction heated to reflux for 18 hours. The cooled reaction mixture was diluted with water and extracted with ethyl acetate (×2). The combined organic layers were washed with brine, dried over MgSO4 and concentrated in vacuo while loading onto silica. Dry flash column chromatography usin... Reactants: [OH-].[Na+] (NaOH), IC1=C(C(=C(C(=C1C(=O)NCC(CO)O)I)C(=O)NCC(CO)O)I)NC(=O)NC1=C(C(=C(C(=C1I)C(=O)NCC(CO)O)I)C(=O)NCC(CO)O)I (N,N'-bis[2,4,6-triiodo-3,5-bis(2,3-dihydroxypropylaminocarbonyl)phenyl]-urea), BrCCO (2-Bromoethanol). The solvent is O (water). Reaction conditions: time 60 hour. Product: IC1=C(C(=C(C(=C1C(=O)NCC(CO)O)I)C(=O)NCC(CO)O)I)N(C(=O)NC1=C(C(=C(C(=C1I)C(=O)NCC(CO)O)I)C(=O)NCC(CO)O)I)CCO (N,N'-bis[2,4,6-triiodo-3,5-bis(2,3-dihydroxypropylaminocarbonyl)phenyl]-N-hydroxyethyl-urea). As a reaction SMILES: [I:1][C:2]1[C:7]([C:8]([NH:10][CH2:11][CH:12]([OH:15])[CH2:13][OH:14])=[O:9])=[C:6]([I:16])[C:5]([C:17]([NH:19][CH2:20][CH:21]([OH:24])[CH2:22][OH:23])=[O:18])=[C:4]([I:25])[C:3]=1[NH:26][C:27]([NH:29][C:30]1[C:35]([I:36])=[C:34]([C:37]([NH:39][CH2:40][CH:41]([OH:44])[CH2:42][OH:43])=[O:38])[C:33]([I:45])=[C:32]([C:46]([NH:48][CH2:49][CH:50]([OH:53])[CH2:51][OH:52])=[O:47])[C:31]=1[I:54])=[O:28].[OH-].[Na+].Br[CH2:58][CH2:59][OH:60]>O>[I:1][C:2]1[C:7]([C:8]([NH:10][CH2:11][CH:12]([OH:15])[CH2:13][OH:14])=[O:9])=[C:6]([I:16])[C:5]([C:17]([NH:19][CH2:20][CH:21]([OH:24])[CH2:22][OH:23])=[O:18])=[C:4]([I:25])[C:3]=1[N:26]([CH2:58][CH2:59][OH:60])[C:27]([NH:29][C:30]1[C:35]([I:36])=[C:34]([C:37]([NH:39][CH2:40][CH:41]([OH:44])[CH2:42][OH:43])=[O:38])[C:33]([I:45])=[C:32]([C:46]([NH:48][CH2:49][CH:50]([OH:53])[CH2:51][OH:52])=[O:47])[C:31]=1[I:54])=[O:28] |f:1.2|. Procedure details: N,N'-bis[2,4,6-triiodo-3,5-bis(2,3-dihydroxypropylaminocarbonyl)phenyl]-urea (2.0 g, 1.4 mmol) was dissolved in water (13 ml) containing 2 M NaOH (7 ml). 2-Bromoethanol (1 g, 8.4 mmol) was added and the mixture was stirred at ambient temperature for 60 h, treated with a strongly acidic ion exchange resin (Amberlyst 15) evaporated and purified by preparative HPLC. Yield: 1.45 g (70%) of the product as a white solid. Starting materials: C(#N)C1=C(C=C(C=C1)NC(=S)C1(NN=C(C1)C(F)(F)F)C)C(F)(F)F (3-Methyl-5-trifluoromethyl-3,4-dihydro-2H-pyrazole-3-carbothioic acid (4-cyano-3-trifluoromethyl-phenyl)-amide), C(=O)([O-])[O-].[K+].[K+] (K2CO3), CC(=O)C (acetone). Conditions: temperature 50 celsius, time 1 hour. Yields the product C(C)SC(=NC1=CC(=C(C=C1)C#N)C(F)(F)F)C1(NN=C(C1)C(F)(F)F)C (N-(4-Cyano-3-trifluoromethyl-phenyl)-3-methyl-5-trifluoromethyl-3,4-dihydro-2H-pyrazole-3-carboximidothioic acid ethyl ester). Reaction SMILES: [C:1]([C:3]1[CH:8]=[CH:7][C:6]([NH:9][C:10]([C:12]2([CH3:21])[CH2:16][C:15]([C:17]([F:20])([F:19])[F:18])=[N:14][NH:13]2)=[S:11])=[CH:5][C:4]=1[C:22]([F:25])([F:24])[F:23])#[N:2].C([O-])([O-])=O.[K+].[K+].[CH3:32][C:33](C)=O>>[CH2:32]([S:11][C:10]([C:12]1([CH3:21])[CH2:16][C:15]([C:17]([F:18])([F:19])[F:20])=[N:14][NH:13]1)=[N:9][C:6]1[CH:7]=[CH:8][C:3]([C:1]#[N:2])=[C:4]([C:22]([F:25])([F:24])[F:23])[CH:5]=1)[CH3:33] |f:1.2.3|. Reported procedure: 3-Methyl-5-trifluoromethyl-3,4-dihydro-2H-pyrazole-3-carbothioic acid (4-cyano-3-trifluoromethyl-phenyl)-amide (10 mmoL), K2CO3 (15 mmoL) in acetone was treated with Etl (10 mmoL) at room temperature. The reaction was slightly heated and stirred at 50° C. for 1 hr. The solid was filtrated and the filtrate was concentrated to give the crude product as a brown oil, which was then purified by silica gel column chromatography using hexanes and ethyl acetate as eluent to afford the title compound as ... The product is O=c1c(I)c(-c2ccccc2)oc2c1ccc1cn[nH]c12. RXN SMILES: [CH3:1][N:2]([CH3:3])[S:4](=[O:5])([n:6]1[n:7][cH:8][c:9]2[c:10]1[c:11]1[o:12][c:13](-[c:21]3[cH:22][cH:23][cH:24][cH:25][cH:26]3)[c:14]([I:20])[c:15](=[O:19])[c:16]1[cH:17][cH:18]2)=[O:27].[Cl:35][CH2:36][Cl:37].[F:28][C:29]([F:30])([F:31])[C:32]([OH:33])=[O:34]>>[nH:6]1[n:7][cH:8][c:9]2[c:10]1[c:11]1[o:12][c:13](-[c:21]3[cH:22][cH:23][cH:24][cH:25][cH:26]3)[c:14]([I:20])[c:15](=[O:19])[c:16]1[cH:17][cH:18]2. Reactants: CN(C)S(=O)(=O)n1ncc2ccc3c(=O)c(I)c(-c4ccccc4)oc3c21, ClCCl, O=C(O)C(F)(F)F. Starting materials: CC(C)Oc1cnc(CBr)cn1, O=C([O-])[O-], [Cs+], [Cs+], CN(C)C=O, CCOC(=O)CC1CCc2c1[nH]c1ccc(O)cc21. The product is CCOC(=O)CC1CCc2c1[nH]c1ccc(OCc3cnc(OC(C)C)cn3)cc21. Reaction SMILES: [Br:26][CH2:27][c:28]1[n:29][cH:30][c:31]([O:34][CH:35]([CH3:36])[CH3:37])[n:32][cH:33]1.[C:20](=[O:21])([O-:22])[O-:23].[Cs+:24].[Cs+:25].[O:38]=[CH:39][N:40]([CH3:41])[CH3:42].[OH:1][c:2]1[cH:3][c:4]2[c:5]3[c:6]([nH:7][c:8]2[cH:9][cH:10]1)[CH:11]([CH2:14][C:15](=[O:16])[O:17][CH2:18][CH3:19])[CH2:12][CH2:13]3>>[O:1]([c:2]1[cH:3][c:4]2[c:5]3[c:6]([nH:7][c:8]2[cH:9][cH:10]1)[CH:11]([CH2:14][C:15](=[O:16])[O:17][CH2:18][CH3:19])[CH2:12][CH2:13]3)[CH2:27][c:28]1[n:29][cH:30][c:31]([O:34][CH:35]([CH3:36])[CH3:37])[n:32][cH:33]1.